Dataset: the Open Reaction Database (ORD), a public repository of structured organic reaction records. Task: describe an organic reaction: reactants, conditions, products, and yield Reactants: BrC=1C=C(C=NC1OCC(F)(F)F)NC(=O)C=1C=NC=NC1 (pyrimidine-5-carboxylic acid[5-bromo-6-(2,2,2-trifluoro-ethoxy)-pyridin-3-yl]-amide), ClC1=C(C=C(C=C1)B(O)O)F (B-(4-chloro-3-fluorophenyl)-boronic acid). The product is ClC1=C(C=C(C=C1)C=1C=C(C=NC1OCC(F)(F)F)NC(=O)C=1C=NC=NC1)F (N-(5-(4-chloro-3-fluorophenyl)-6-(2,2,2-trifluoroethoxy)pyridin-3-yl)pyrimidine-5-carboxamide). Reaction SMILES: Br[C:2]1[CH:3]=[C:4]([NH:14][C:15]([C:17]2[CH:18]=[N:19][CH:20]=[N:21][CH:22]=2)=[O:16])[CH:5]=[N:6][C:7]=1[O:8][CH2:9][C:10]([F:13])([F:12])[F:11].[Cl:23][C:24]1[CH:29]=[CH:28][C:27](B(O)O)=[CH:26][C:25]=1[F:33]>>[Cl:23][C:24]1[CH:29]=[CH:28][C:27]([C:2]2[CH:3]=[C:4]([NH:14][C:15]([C:17]3[CH:18]=[N:19][CH:20]=[N:21][CH:22]=3)=[O:16])[CH:5]=[N:6][C:7]=2[O:8][CH2:9][C:10]([F:13])([F:12])[F:11])=[CH:26][C:25]=1[F:33]. Reported procedure: The title compound was synthesized in analogy to Example 39, using pyrimidine-5-carboxylic acid[5-bromo-6-(2,2,2-trifluoro-ethoxy)-pyridin-3-yl]-amide (example 52 a) and B-(4-chloro-3-fluorophenyl)-boronic acid (CAN 137504-86-0) as starting materials; LC-MS (UV peak area/ESI) 97.7%, 425.0448 (M−H)−. Starting materials: [Si](C)(C)(C(C)(C)C)OCC1=CC=CC(=N1)OC[C@@H]1N(CCC1)C(=O)OC(C)(C)C (tert-Butyl (2R)-2-({[6-({[tert-butyl(dimethyl)silyl]oxy}methyl)pyridin-2-yl]oxy}methyl)pyrrolidine-1-carboxylate), [F-].C(CCC)[N+](CCCC)(CCCC)CCCC (tetrabutylammonium fluoride). Solvent: C1CCOC1 (THF). Reaction conditions: time 1 hour. The product is OCC1=CC=CC(=N1)OC[C@@H]1N(CCC1)C(=O)OC(C)(C)C (tert-Butyl (2R)-2-({[6-(hydroxymethyl)pyridin-2-yl]oxy}methyl)pyrrolidine-1-carboxylate). As a reaction SMILES: [Si]([O:8][CH2:9][C:10]1[N:15]=[C:14]([O:16][CH2:17][C@H:18]2[CH2:22][CH2:21][CH2:20][N:19]2[C:23]([O:25][C:26]([CH3:29])([CH3:28])[CH3:27])=[O:24])[CH:13]=[CH:12][CH:11]=1)(C(C)(C)C)(C)C.[F-].C([N+](CCCC)(CCCC)CCCC)CCC>C1COCC1>[OH:8][CH2:9][C:10]1[N:15]=[C:14]([O:16][CH2:17][C@H:18]2[CH2:22][CH2:21][CH2:20][N:19]2[C:23]([O:25][C:26]([CH3:29])([CH3:28])[CH3:27])=[O:24])[CH:13]=[CH:12][CH:11]=1 |f:1.2|. Procedure: tert-Butyl (2R)-2-({[6-({[tert-butyl(dimethyl)silyl]oxy}methyl)pyridin-2-yl]oxy}methyl)pyrrolidine-1-carboxylate (604 mg, 1.4 mmol) was dissolved in THF (5 mL) and tetrabutylammonium fluoride (2.1 mL, 1.0M in THF, 2.1 mmol) was added. The reaction mixture was stirred 1 h. The organic solvent was evaporated and the residue purified by flash chromatography using a gradient of EtOAc/heptane to give the title compound as a clear oil. Yield: 430 mg (97%). MS (ESI+) 309.3 (M+1H+). Reactants: COC(C1=CC(=CC=C1)N)=O (methyl-3-aminobenzoate), N(=C=O)CC(=O)OCC (ethyl isocyanatoacetate). Solvent: C(Cl)Cl (DCM). Conditions: time 1 hour. Yields the product O=C1N(C(CN1)=O)C=1C=C(C(=O)O)C=CC1 (3-(2,5-Dioxo-imidazolidin-1-yl)-benzoic acid). As a reaction SMILES: C[O:2][C:3](=[O:11])[C:4]1[CH:9]=[CH:8][CH:7]=[C:6]([NH2:10])[CH:5]=1.[N:12]([CH2:15][C:16](OCC)=[O:17])=[C:13]=[O:14]>C(Cl)Cl>[O:14]=[C:13]1[NH:12][CH2:15][C:16](=[O:17])[N:10]1[C:6]1[CH:5]=[C:4]([CH:9]=[CH:8][CH:7]=1)[C:3]([OH:2])=[O:11]. Procedure: 13 mmol of methyl-3-aminobenzoate were dissolved in 20 ml DCM and 1.7 ml of ethyl isocyanatoacetate added. The reaction mixture was stirred at rt for 1 h. The solvent was evaporated and the resulting crude taken up in 50 ml acetone. 50 ml of aq. HCl (25%) were added and heated to reflux for 8 h. After evaporation of the organic layer the resulting solid was filtered off, washed with water and dried under vacuum. MS(ISO): 219.2 (M−H+) Reactants: C(C(C)C)(=O)F (isobutyryl fluoride), CC1=CC2=CC=CC=C2C=C1 (2-methylnaphthalene). Product: C(C(C)C)(=O)C1=CC2=CC=C(C=C2C=C1)C (2-isobutyryl-6-methylnaphthalene). Reaction SMILES: [C:1](F)(=[O:5])[CH:2]([CH3:4])[CH3:3].[CH3:7][C:8]1[CH:17]=[CH:16][C:15]2[C:10](=[CH:11][CH:12]=[CH:13][CH:14]=2)[CH:9]=1>>[C:1]([C:13]1[CH:12]=[CH:11][C:10]2[C:15](=[CH:16][CH:17]=[C:8]([CH3:7])[CH:9]=2)[CH:14]=1)(=[O:5])[CH:2]([CH3:4])[CH3:3]. Procedure: In the BF3 absorption tank, the isobutyryl fluoride solution absorbed BF3 contained in gas released from the acylation reactor, and no BF3 was detected in the analysis of gas purged from the BF3 absorption tank. In the complex preparation tank, the isobutyryl fluoride synthesis solution from the BF3 absorption tank further absorbed BF3 recovered from the distillation column, and in the acylation reactor, the resultant isobutyryl fluoride synthesis solution reacted with 2-methylnaphthalene to giv... Starting materials: ClC1=NC2=C(C(=CN=C2C=C1)S(=O)(=O)C)Cl (2,8-dichloro-7-(methylsulfonyl)-1,5-naphthyridine), Cl.Cl.CN([C@@H]1CC[C@H](CC1)N)C (trans-N1,N1-dimethylcyclohexane-1,4-diamine dihydrochloride). Yield: 34.2%. Product: ClC=1N=C2C(=C(C=NC2=CC1)S(=O)(=O)C)N[C@@H]1CC[C@H](CC1)N(C)C (trans-N1-[6-Chloro-3-(methylsulfonyl)-1,5-naphthyridin-4-yl]-N4,N4-dimethylcyclohexane-1,4-diamine). RXN SMILES: [Cl:1][C:2]1[CH:11]=[CH:10][C:9]2[C:4](=[C:5](Cl)[C:6]([S:12]([CH3:15])(=[O:14])=[O:13])=[CH:7][N:8]=2)[N:3]=1.Cl.Cl.[CH3:19][N:20]([CH3:28])[C@H:21]1[CH2:26][CH2:25][C@H:24]([NH2:27])[CH2:23][CH2:22]1>>[Cl:1][C:2]1[N:3]=[C:4]2[C:9](=[CH:10][CH:11]=1)[N:8]=[CH:7][C:6]([S:12]([CH3:15])(=[O:14])=[O:13])=[C:5]2[NH:27][C@H:24]1[CH2:25][CH2:26][C@H:21]([N:20]([CH3:28])[CH3:19])[CH2:22][CH2:23]1 |f:1.2.3|. Reported procedure: Following general procedure I, 2,8-dichloro-7-(methylsulfonyl)-1,5-naphthyridine (140 mg, 0.52 mmol) was reacted with trans-N1,N1-dimethylcyclohexane-1,4-diamine dihydrochloride (140 mg, 0.65 mmol) to afford the desired product (68 mg, 34%) as an off-white solid: 1H NMR (500 MHz, CDCl3) δ 8.85 (s, 1H), 8.15 (d, J=8.8 Hz, 1H), 7.66 (d, J=7.7 Hz, 1H), 7.58 (d, J=8.8 Hz, 1H), 5.06-4.96 (m, 1H), 3.09 (s, 3H), 2.33 (s, 6H), 2.33-2.28 (m, 2H), 2.27-2.17 (m, 1H), 2.06-1.99 (m, 2H), 1.56-1.32 (m, 4H); E... Reactants: C(CCC(=O)C)(=O)O (levulinic acid), NC=1C=C(N)C(=CC1C)C (3-amino-4,6-dimethylaniline), [H][H] (hydrogen). The reagents and catalysts are [Pt]=O (platinum oxide). The solvent is C(C)O (ethanol), C(C)O (ethanol). Product: NC=1C=C(C(=CC1C)C)N1C(CCC1C)=O (1-(3'-Amino-4',6'-dimethylphenyl)-5-methyl-pyrrolidin-2-one). Yield: 80.0%. As a reaction SMILES: [H][H].[C:3]([OH:10])(=O)[CH2:4][CH2:5][C:6]([CH3:8])=O.[NH2:11][C:12]1[CH:13]=[C:14]([C:16]([CH3:20])=[CH:17][C:18]=1[CH3:19])[NH2:15]>C(O)C.[Pt]=O>[NH2:11][C:12]1[CH:13]=[C:14]([N:15]2[CH:6]([CH3:8])[CH2:5][CH2:4][C:3]2=[O:10])[C:16]([CH3:20])=[CH:17][C:18]=1[CH3:19]. Reported procedure: A suspension of 0.2 g of platinum oxide in 25 ml of ethanol is treated with hydrogen and a solution of 34.8 g (0.3 mol) of levulinic acid and 85 g (0.62 mol) of 3-amino-4,6-dimethylaniline in 300 ml of ethanol is then added. The hydrogenation is carried out at room temperature. The desired pyrrolidinone derivative is obtained in a yield of about 80%.